Dataset: the Open Reaction Database (ORD), a public repository of structured organic reaction records. Task: describe an organic reaction: reactants, conditions, products, and yield The reactants are C1C(=C(C(=O)O1)O)O (2-hydroxytetronic acid), C(C(C(=O)O)O)(C(=O)O)O (racemic acid), racemic hydroxy ester, COC(C(=O)O)(C(F)(F)F)C1=CC=CC=C1 (α-methoxy-α-trifluoromethyl phenyl acetic acid), ester. Yields the product C1(=CC=C(C=C1)C=O)C1=CC=CC=C1 (4-biphenylcarboxaldehyde), trimethylsilyl cyanohydrin ether. Reaction SMILES: CO[C:3]([C:11]1[CH:16]=[CH:15][CH:14]=[CH:13][CH:12]=1)([C:7](F)(F)F)[C:4](O)=O.[CH2:17]1OC(=O)[C:19](O)=[C:18]1O.C(O)(C(O)=O)C(O)[C:27](O)=[O:28]>>[C:11]1([C:3]2[CH:4]=[CH:19][CH:18]=[CH:17][CH:7]=2)[CH:12]=[CH:13][C:14]([CH:27]=[O:28])=[CH:15][CH:16]=1. Reported procedure: The successful use of relatively unexplored LiN(Cy)2 to provide 2-hydroxytetronic acid redox compounds of high enantiomeric purity is unprecedented. Furthermore, these intramolecular Claisen condensations are applicable for construction of a wide range of optically pure 4-substituted-2-hydroxytetronic acids of known absolute configuration. Such a chiron approach becomes all the more practical since methodologies for the preparation of α-hydroxy acid precursors of known absolute configuration are... The reactants are [BH4-], CCO, CC(C)=O, COc1cc(N2CCC(=O)CC2)ccc1-c1nc2c(c(C3CCCCC3)nn2C)c(=O)[nH]1, [Na+]. Yields the product COc1cc(N2CCC(O)CC2)ccc1-c1nc2c(c(C3CCCCC3)nn2C)c(=O)[nH]1. As a reaction SMILES: [BH4-:36].[CH3:1][CH2:2][OH:3].[CH3:38][C:39](=[O:40])[CH3:41].[CH:4]1([c:10]2[n:11][n:12]([CH3:35])[c:13]3[n:14][c:15](-[c:20]4[c:21]([O:33][CH3:34])[cH:22][c:23]([N:26]5[CH2:27][CH2:28][C:29](=[O:32])[CH2:30][CH2:31]5)[cH:24][cH:25]4)[nH:16][c:17](=[O:19])[c:18]23)[CH2:5][CH2:6][CH2:7][CH2:8][CH2:9]1.[Na+:37]>>[CH:4]1([c:10]2[n:11][n:12]([CH3:35])[c:13]3[n:14][c:15](-[c:20]4[c:21]([O:33][CH3:34])[cH:22][c:23]([N:26]5[CH2:27][CH2:28][CH:29]([OH:32])[CH2:30][CH2:31]5)[cH:24][cH:25]4)[nH:16][c:17](=[O:19])[c:18]23)[CH2:5][CH2:6][CH2:7][CH2:8][CH2:9]1. Starting materials: C(C)(C)(C)OC(NC1=C(C=C(C(=C1)C(F)(F)F)C)NC(CC(=O)C1=CC(=CC=C1)C1=NC(=CN=C1)C)=O)=O ((4-methyl-2-{3-[3-(6-methyl-pyrazin-2-yl)-phenyl]-3-oxo-propionylamino}-5-trifluoromethyl-phenyl)-carbamic acid tert-butyl ester), C(=O)(C(F)(F)F)O (TFA). The solvent is C(Cl)Cl (CH2Cl2). Yields the product CC=1C(=CC2=C(NC(CC(=N2)C2=CC(=CC=C2)C2=NC(=CN=C2)C)=O)C1)C(F)(F)F (8-Methyl-4-[3-(6-methyl-pyrazin-2-yl)-phenyl]-7-trifluoromethyl-1,3-dihydro-benzo[b][1,4]diazepin-2-one), solid. Yield: 78.0%. As a reaction SMILES: C(OC(=O)[NH:7][C:8]1[CH:13]=[C:12]([C:14]([F:17])([F:16])[F:15])[C:11]([CH3:18])=[CH:10][C:9]=1[NH:19][C:20](=[O:37])[CH2:21][C:22]([C:24]1[CH:29]=[CH:28][CH:27]=[C:26]([C:30]2[CH:35]=[N:34][CH:33]=[C:32]([CH3:36])[N:31]=2)[CH:25]=1)=O)(C)(C)C.C(O)(C(F)(F)F)=O>C(Cl)Cl>[CH3:18][C:11]1[C:12]([C:14]([F:17])([F:16])[F:15])=[CH:13][C:8]2[N:7]=[C:22]([C:24]3[CH:29]=[CH:28][CH:27]=[C:26]([C:30]4[CH:35]=[N:34][CH:33]=[C:32]([CH3:36])[N:31]=4)[CH:25]=3)[CH2:21][C:20](=[O:37])[NH:19][C:9]=2[CH:10]=1. Procedure: The title compound was prepared from (4-methyl-2-{3-[3-(6-methyl-pyrazin-2-yl)-phenyl]-3-oxo-propionylamino}-5-trifluoromethyl-phenyl)-carbamic acid tert-butyl ester (Example M118) (0.39 g, 0.74 mmol) by treatment with TFA in CH2Cl2 according to the general procedure N. Obtained as an off-white solid (237 mg, 78%). Reactants: Cl.Cl.N[C@@H](C)C=1N(C2=C(N1)C=CC(=C2CC#N)F)C2=CC=CC=C2 ([2-((S)-1-aminoethyl)-5-fluoro-3-phenyl-3H-benzoimidazol-4-yl]acetonitrile dihydrochloride), NC1=NC=NC(=C1C#N)Cl (4-amino-6-chloropyrimidine-5-carbonitrile), CCN(C(C)C)C(C)C (DIPEA). The solvent is CC(C)O (IPA). Run at temperature 90 celsius. Product: NC1=NC=NC(=C1C#N)N[C@@H](C)C1=NC2=C(N1C1=CC=CC=C1)C(=C(C=C2)F)CC#N (4-Amino-6-[(S)-1-(7-cyanomethyl-6-fluoro-1-phenyl-1H-benzoimidazol-2-yl)-ethylamino]-pyrimidine-5-carbonitrile). Isolated yield 106.9%. Reaction SMILES: Cl.Cl.[NH2:3][C@H:4]([C:6]1[N:7]([C:19]2[CH:24]=[CH:23][CH:22]=[CH:21][CH:20]=2)[C:8]2[C:14]([CH2:15][C:16]#[N:17])=[C:13]([F:18])[CH:12]=[CH:11][C:9]=2[N:10]=1)[CH3:5].[NH2:25][C:26]1[C:31]([C:32]#[N:33])=[C:30](Cl)[N:29]=[CH:28][N:27]=1.CCN(C(C)C)C(C)C>CC(O)C>[NH2:25][C:26]1[C:31]([C:32]#[N:33])=[C:30]([NH:3][C@H:4]([C:6]2[N:7]([C:19]3[CH:24]=[CH:23][CH:22]=[CH:21][CH:20]=3)[C:8]3[C:14]([CH2:15][C:16]#[N:17])=[C:13]([F:18])[CH:12]=[CH:11][C:9]=3[N:10]=2)[CH3:5])[N:29]=[CH:28][N:27]=1 |f:0.1.2|. Procedure: To a solution of [2-((S)-1-aminoethyl)-5-fluoro-3-phenyl-3H-benzoimidazol-4-yl]acetonitrile dihydrochloride (100 mg, 0.27 mmol) in IPA (2 mL) was added 4-amino-6-chloropyrimidine-5-carbonitrile (44 mg, 0.28 mmol) and DIPEA (139 μL, 0.82 mmol) and the reaction mixture heated at 90° C. for 16 h. The reaction mixture was concentrated in vacuo and the resultant residue purified by prep HPLC (C18 phenomenex column, 10-90% MeCN in water 0.1% formic acid, 20 min gradient) to give 345 as a white solid (... Reactants: [BH4-], CC(C)(C)OC(=O)N1CC(OCc2ccccc2)CC1C(O)C(Cc1cc(F)cc(F)c1)[N+](=O)[O-], CO, Cl[Ni]Cl, [Na+], O. The product is CC(C)(C)OC(=O)N1CC(OCc2ccccc2)CC1C(O)C(N)Cc1cc(F)cc(F)c1. RXN SMILES: [BH4-:1].[C:3]([CH3:4])([CH3:5])([CH3:6])[O:7][C:8](=[O:9])[N:10]1[CH:11]([CH:23]([CH:24]([CH2:25][c:26]2[cH:27][c:28]([F:33])[cH:29][c:30]([F:32])[cH:31]2)[N+:34]([O-:35])=[O:36])[OH:37])[CH2:12][CH:13]([O:15][CH2:16][c:17]2[cH:18][cH:19][cH:20][cH:21][cH:22]2)[CH2:14]1.[CH3:39][OH:40].[Cl:41][Ni:42][Cl:43].[Na+:2].[OH2:38]>>[C:3]([CH3:4])([CH3:5])([CH3:6])[O:7][C:8](=[O:9])[N:10]1[CH:11]([CH:23]([CH:24]([CH2:25][c:26]2[cH:27][c:28]([F:33])[cH:29][c:30]([F:32])[cH:31]2)[NH2:34])[OH:37])[CH2:12][CH:13]([O:15][CH2:16][c:17]2[cH:18][cH:19][cH:20][cH:21][cH:22]2)[CH2:14]1.